From a dataset of the Open Reaction Database (ORD), a public repository of structured organic reaction records. describe an organic reaction: reactants, conditions, products, and yield The reactants are ice water, BrC1=NC=CC(=C1)C(C)O (1-(2-bromo-pyridin-4-yl)-ethanol), CC(=O)OI1(C=2C=CC=CC2C(=O)O1)(OC(=O)C)OC(=O)C (Dess-Martin periodinane). The solvent is ClCCl (dichloromethane). Reaction conditions: time 2 hour. The product is BrC1=NC=CC(=C1)C(C)=O (1-(2-bromo-pyridin-4-yl)-ethanone). As a reaction SMILES: [Br:1][C:2]1[CH:7]=[C:6]([CH:8]([OH:10])[CH3:9])[CH:5]=[CH:4][N:3]=1.CC(OI1(OC(C)=O)(OC(C)=O)OC(=O)C2C=CC=CC1=2)=O>ClCCl>[Br:1][C:2]1[CH:7]=[C:6]([C:8](=[O:10])[CH3:9])[CH:5]=[CH:4][N:3]=1. Procedure details: To a chilled (ice water bath) solution of 1-(2-bromo-pyridin-4-yl)-ethanol (27.5 g, 132 mmol) in dichloromethane (200 mL) was added Dess-Martin periodinane (56.0 g, 132 mmol). The cold bath was then removed and the mixture was stirred at room temperature. After 2 hours, the mixture was diluted with saturated sodium carbonate (100 mL) and partially concentrated to remove the dichloromethane. The crude material was filtered through diatomaceous earth and washed with EtOAc (200 mL). The aqueous lay...